Dataset: the Open Reaction Database (ORD), a public repository of structured organic reaction records. Task: describe an organic reaction: reactants, conditions, products, and yield Reactants: C(#N)C1=NNC=C1 (3-cyano-1H-pyrazole), C=O (paraformaldehyde). The solvent is CC(=O)C (acetone). Conditions: temperature 130 celsius, time 7 hour. The product is OCN1N=C(C=C1)C#N (1-(hydroxymethyl)-3-cyano-1H-pyrazole). The yield is 78.2%. RXN SMILES: [C:1]([C:3]1[CH:7]=[CH:6][NH:5][N:4]=1)#[N:2].[CH2:8]=[O:9]>CC(C)=O>[OH:9][CH2:8][N:5]1[CH:6]=[CH:7][C:3]([C:1]#[N:2])=[N:4]1. Procedure details: The mixture of 0.86 g of 3-cyano-1H-pyrazole and 0.55 g of paraformaldehyde was stirred at 130° C. for 7 hours. After the reaction mixture was cooled to room temperature, acetone was added to the reaction mixture. After the mixture was filtered, the filterate was concentrated under reduced pressure to obtain 0.89 g of 1-(hydroxymethyl)-3-cyano-1H-pyrazole. Reactants: Cl.O1C2=C(C=CC=3C[C@@H]4[C@@]5(CCC([C@H]1[C@@]5(C23)CCN4)=O)OCCCC4=CC=CC=C4)OC (4,5α-epoxy-3-methoxy-14β-(3-phenylpropyloxy)morphinan-6-one hydrochloride), C([O-])([O-])=O.[K+].[K+] (potassium carbonate), C(C=C)Br (allyl bromide). The solvent is O (water). Run at temperature 80 celsius, time 7 hour. Yields the product ClO.C(C=C)N1[C@H]2[C@@]3(CCC([C@H]4[C@@]3(C=3C(=C(C=CC3C2)OC)O4)CC1)=O)OCCCC1=CC=CC=C1 (17-allyl-4,5α-epoxy-3-methoxy-14β-(3-phenylpropyloxy)morphinan-6-one hypochloride). Reaction SMILES: [ClH:1].[O:2]1[C@@H:14]2[C@@:15]34[CH2:17][CH2:18][NH:19][C@@H:9]([C@:10]3([O:21][CH2:22][CH2:23][CH2:24][C:25]3[CH:30]=[CH:29][CH:28]=[CH:27][CH:26]=3)[CH2:11][CH2:12][C:13]2=[O:20])[CH2:8][C:7]2=[C:16]4[C:3]1=[C:4]([O:31][CH3:32])[CH:5]=[CH:6]2.C(=O)([O-])[O-].[K+].[K+].[CH2:39](Br)[CH:40]=[CH2:41]>O>[Cl:1][OH:2].[CH2:41]([N:19]1[CH2:18][CH2:17][C@:15]23[C:16]4[C:3]5[O:2][C@H:14]2[C:13](=[O:20])[CH2:12][CH2:11][C@@:10]3([O:21][CH2:22][CH2:23][CH2:24][C:25]2[CH:26]=[CH:27][CH:28]=[CH:29][CH:30]=2)[C@H:9]1[CH2:8][C:7]=4[CH:6]=[CH:5][C:4]=5[O:31][CH3:32])[CH:40]=[CH2:39] |f:0.1,2.3.4,7.8|. Procedure: A mixture of 4,5α-epoxy-3-methoxy-14β-(3-phenylpropyloxy)morphinan-6-one hydrochloride (2.00 g, 4.76 mmol), potassium carbonate (4.00 g, 28.9 mmol) and allyl bromide (0.56 ml, 6.62 mmol) in water-free N,N-dimethylformamide (15 ml) was stirred for 7 h under exclusion of moisture and under nitrogen at 80° C. (bath temperature). After filtration from the inorganic residue, which was washed three times each time with 50 ml dichloromethane, the filtrate was evaporated down under reduced pressure. The... The reactants are CC1(C)C2CCC1(CS(=O)(=O)O)C(=O)C2, CCN1CCCOc2cc(N)c(F)cc21, CC(C)O, CNC(=O)c1cccc(F)c1Nc1nc(Cl)ncc1Cl. Product: CCN1CCCOc2cc(Nc3ncc(Cl)c(Nc4c(F)cccc4C(=O)NC)n3)c(F)cc21. As a reaction SMILES: [C:1]12([CH2:2][S:3]([OH:4])(=[O:5])=[O:6])[C:7]([CH3:8])([CH3:9])[CH:10]([CH2:11][CH2:12]1)[CH2:13][C:14]2=[O:15].[CH2:16]([CH3:17])[N:18]1[CH2:19][CH2:20][CH2:21][O:22][c:23]2[c:24]1[cH:25][c:26]([F:30])[c:27]([NH2:29])[cH:28]2.[CH:51]([OH:52])([CH3:53])[CH3:54].[Cl:31][c:32]1[n:33][cH:34][c:35]([Cl:50])[c:36]([NH:38][c:39]2[c:40]([C:41](=[O:42])[NH:43][CH3:44])[cH:45][cH:46][cH:47][c:48]2[F:49])[n:37]1>>[CH2:16]([CH3:17])[N:18]1[CH2:19][CH2:20][CH2:21][O:22][c:23]2[c:24]1[cH:25][c:26]([F:30])[c:27]([NH:29][c:32]1[n:33][cH:34][c:35]([Cl:50])[c:36]([NH:38][c:39]3[c:40]([C:41](=[O:42])[NH:43][CH3:44])[cH:45][cH:46][cH:47][c:48]3[F:49])[n:37]1)[cH:28]2. The product is C(C1=CC=CC=C1)N1C2CC3=C(C(CC1=O)C2)N=CC=C3 (7-Benzyl-6,7,9,10-tetrahydro-5H-6,10-methano-pyrido[3,2-d]azocin-8-one). Reactants: C(C1=CC=CC=C1)N1C2CCC(C(CC1=O)C2)=O (2-benzyl-2-aza-bicyclo[3.3.1]nonane-3,6-dione), NaAuCl4, O (H2O), C(C#C)N (propargylamine). Reaction SMILES: [CH2:1]([N:8]1[C:15](=[O:16])[CH2:14][CH:13]2[CH2:17][CH:9]1[CH2:10][CH2:11][C:12]2=O)[C:2]1[CH:7]=[CH:6][CH:5]=[CH:4][CH:3]=1.O.[CH2:20]([NH2:23])[C:21]#[CH:22]>C(O)C>[CH2:1]([N:8]1[C:15](=[O:16])[CH2:14][CH:13]2[CH2:17][CH:9]1[CH2:10][C:11]1[CH:22]=[CH:21][CH:20]=[N:23][C:12]=12)[C:2]1[CH:7]=[CH:6][CH:5]=[CH:4][CH:3]=1. Procedure: A flask charged with a stir bar, 2-benzyl-2-aza-bicyclo[3.3.1]nonane-3,6-dione (for preparation see J. Chem. Soc., Perkin Trans. 1, 1999, 1157-1162; 0.80 g), NaAuCl4.2 H2O (30 mg), propargylamine (0.45 mL), and ethanol (5 mL) is heated at 100° C. with microwave irradiation for 10 min. After cooling to room temperature, the mixture is filtered and the filtrate is concentrated. The residue is purified by chromatography on silica gel (cyclohexane/ethyl acetate/methanol 6:4:1). The solvent is C(C)O (ethanol). The reactants are O=C([O-])[O-], CS(C)=O, [Cs+], [Cs+], Cc1ccc(F)nc1, OCc1cccc(O)c1. The product is Cc1ccc(Oc2cccc(CO)c2)nc1. As a reaction SMILES: [C:18](=[O:19])([O-:20])[O-:21].[CH3:24][S:25]([CH3:26])=[O:27].[Cs+:22].[Cs+:23].[F:10][c:11]1[n:12][cH:13][c:14]([CH3:17])[cH:15][cH:16]1.[OH:1][CH2:2][c:3]1[cH:4][c:5]([OH:9])[cH:6][cH:7][cH:8]1>>[OH:1][CH2:2][c:3]1[cH:4][c:5]([O:9][c:11]2[n:12][cH:13][c:14]([CH3:17])[cH:15][cH:16]2)[cH:6][cH:7][cH:8]1. The solvent is COCCOC (1,2-dimethoxyethane), O (H2O). Reagents/catalysts: C1=CC=C(C=C1)P([C-]2C=CC=C2)C3=CC=CC=C3.C1=CC=C(C=C1)P([C-]2C=CC=C2)C3=CC=CC=C3.Cl[Pd]Cl.[Fe+2].C(Cl)Cl (Pd(dppf)2Cl2 CH2Cl2). Product: C[C@H]1N(CCC1)CCC1=NC2=C(N1)C=CC(=C2)C2=CC=C(C#N)C=C2 (4-{2-[2-(2-(R)-Methyl-pyrrolidin-1-yl)-ethyl]-1H-benzoimidazol-5-yl}-benzonitrile). Reaction conditions: temperature 80 celsius, time 24 hour. The reactants are BrC1=CC2=C(NC(=N2)CCN2C(CCC2)C)C=C1 (5-bromo-2-[2-(2-methyl-pyrrolidin-1-yl)-ethyl]-1H-benzoimidazole), C(#N)C1=CC=C(C=C1)B(O)O (4-cyanophenylboronic acid), C(=O)([O-])[O-].[Na+].[Na+] (Na2CO3). Isolated yield 40.4%. Procedure: Nitrogen (N2) gas was bubbled through a solution of 5-bromo-2-[2-(2-methyl-pyrrolidin-1-yl)-ethyl]-1H-benzoimidazole (0.19 g, 0.6 mmol) and 4-cyanophenylboronic acid (0.13 g, 0.9 mmol) in 1,2-dimethoxyethane (4 mL) and H2O (2 mL). To the mixture was added 2M Na2CO3 (1.2 mL, 2.4 mmol) and Pd(dppf)2Cl2:CH2Cl2 (1:1), and this mixture heated to 80° C. After approximately 24 h, the reaction mixture was cooled and extracted with ethyl acetate. The organic layer was then washed with H2O and distilled t... Reaction SMILES: Br[C:2]1[CH:18]=[CH:17][C:5]2[NH:6][C:7]([CH2:9][CH2:10][N:11]3[CH2:15][CH2:14][CH2:13][CH:12]3[CH3:16])=[N:8][C:4]=2[CH:3]=1.[C:19]([C:21]1[CH:26]=[CH:25][C:24](B(O)O)=[CH:23][CH:22]=1)#[N:20].C([O-])([O-])=O.[Na+].[Na+]>COCCOC.O.C1C=CC(P(C2C=CC=CC=2)[C-]2C=CC=C2)=CC=1.C1C=CC(P(C2C=CC=CC=2)[C-]2C=CC=C2)=CC=1.Cl[Pd]Cl.[Fe+2].C(Cl)Cl>[CH3:16][C@@H:12]1[CH2:13][CH2:14][CH2:15][N:11]1[CH2:10][CH2:9][C:7]1[NH:6][C:5]2[CH:17]=[CH:18][C:2]([C:24]3[CH:25]=[CH:26][C:21]([C:19]#[N:20])=[CH:22][CH:23]=3)=[CH:3][C:4]=2[N:8]=1 |f:2.3.4,7.8.9.10.11|.